Dataset: the Open Reaction Database (ORD), a public repository of structured organic reaction records. Task: describe an organic reaction: reactants, conditions, products, and yield Starting materials: COC(=O)c1ccc(C(F)(F)F)cc1NC1CCCCC1NC(=O)OC(C)(C)C, CI, [H-], [Na+], CN(C)C=O. Product: COC(=O)c1ccc(C(F)(F)F)cc1NC1CCCCC1N(C)C(=O)OC(C)(C)C. Reaction SMILES: [C:3]([CH3:4])([CH3:5])([CH3:6])[O:7][C:8](=[O:9])[NH:10][CH:11]1[CH:12]([NH:17][c:18]2[c:19]([C:20](=[O:21])[O:22][CH3:23])[cH:24][cH:25][c:26]([C:28]([F:29])([F:30])[F:31])[cH:27]2)[CH2:13][CH2:14][CH2:15][CH2:16]1.[CH3:32][I:33].[H-:1].[Na+:2].[O:34]=[CH:35][N:36]([CH3:37])[CH3:38]>>[C:3]([CH3:4])([CH3:5])([CH3:6])[O:7][C:8](=[O:9])[N:10]([CH:11]1[CH:12]([NH:17][c:18]2[c:19]([C:20](=[O:21])[O:22][CH3:23])[cH:24][cH:25][c:26]([C:28]([F:29])([F:30])[F:31])[cH:27]2)[CH2:13][CH2:14][CH2:15][CH2:16]1)[CH3:32].